describe an organic reaction: reactants, conditions, products, and yield From a dataset of the Open Reaction Database (ORD), a public repository of structured organic reaction records. Reactants: OC1=C(C=C(C=C1C(C)(C)C)OCCCO)N1N=C2C(=N1)C=CC(=C2)OC (2-[2'-Hydroxy-5'-(γ-hydroxypropoxy)-3'-tert-butyl-phenyl]-5-methoxy-2H-benzotriazole), N1=CC=CC=C1 (pyridine), C(C(=C)C)(=O)Cl (methacryloyl chloride). The solvent is C1(=CC=CC=C1)C (toluene), C1(=CC=CC=C1)C (toluene). Run at time 8 hour. Yields the product OC1=C(C=C(C=C1C(C)(C)C)OCCCOC(C(=C)C)=O)N1N=C2C(=N1)C=CC(=C2)OC (2-[2'-Hydroxy-5'-(γ-methacryloyloxypropoxy)-3'-tert-butylphenyl]-5-methoxy-2H-benzotriazole). The yield is 99.7%. As a reaction SMILES: [OH:1][C:2]1[C:7]([C:8]([CH3:11])([CH3:10])[CH3:9])=[CH:6][C:5]([O:12][CH2:13][CH2:14][CH2:15][OH:16])=[CH:4][C:3]=1[N:17]1[N:21]=[C:20]2[CH:22]=[CH:23][C:24]([O:26][CH3:27])=[CH:25][C:19]2=[N:18]1.N1C=CC=CC=1.[C:34](Cl)(=[O:38])[C:35]([CH3:37])=[CH2:36]>C1(C)C=CC=CC=1>[OH:1][C:2]1[C:7]([C:8]([CH3:11])([CH3:10])[CH3:9])=[CH:6][C:5]([O:12][CH2:13][CH2:14][CH2:15][O:16][C:34](=[O:38])[C:35]([CH3:37])=[CH2:36])=[CH:4][C:3]=1[N:17]1[N:21]=[C:20]2[CH:22]=[CH:23][C:24]([O:26][CH3:27])=[CH:25][C:19]2=[N:18]1. Procedure: In a 2 L flask equipped with a mechanical stirrer, a thermometer and an addition funnel which was protected from moisture with a drying tube were placed 37.16 g (0.1 mol) of the benzotriazole of Example 3, 800 mL of dry toluene and 17 mL (0.21 mol) of dry pyridine. A solution of 13 mL (0.128 mol) of methacryloyl chloride (freshly distilled) in 10 mL of toluene was added to the mixture over 30 minutes. The reaction mixture was stirred overnight at room temperature (<25° C.). A white precipitate (...